Dataset: the Open Reaction Database (ORD), a public repository of structured organic reaction records. Task: describe an organic reaction: reactants, conditions, products, and yield Reactants: [N+](=O)([O-])C=1C=C(C(=CC1)OC)C=1OC2=C(N1)C=C(C=C2)Br (2-(3-nitro-6-methoxyphenyl)-5-bromobenzoxazole), COC=1C=C(C=CC1)B(O)O (3-methoxyphenylboronic acid). The product is [N+](=O)([O-])C=1C=C(C(=CC1)OC)C=1OC2=C(N1)C=C(C=C2)C2=CC(=CC=C2)OC (2-(3-Nitro-6-methoxyphenyl)-5-(3-methoxyphenyl)benzoxazole). Reaction SMILES: [N+:1]([C:4]1[CH:5]=[C:6]([C:12]2[O:13][C:14]3[CH:20]=[CH:19][C:18](Br)=[CH:17][C:15]=3[N:16]=2)[C:7]([O:10][CH3:11])=[CH:8][CH:9]=1)([O-:3])=[O:2].[CH3:22][O:23][C:24]1[CH:25]=[C:26](B(O)O)[CH:27]=[CH:28][CH:29]=1>>[N+:1]([C:4]1[CH:5]=[C:6]([C:12]2[O:13][C:14]3[CH:20]=[CH:19][C:18]([C:28]4[CH:27]=[CH:26][CH:25]=[C:24]([O:23][CH3:22])[CH:29]=4)=[CH:17][C:15]=3[N:16]=2)[C:7]([O:10][CH3:11])=[CH:8][CH:9]=1)([O-:3])=[O:2]. Procedure: Prepared by the method of Example 15d), from 2-(3-nitro-6-methoxyphenyl)-5-bromobenzoxazole (400 mg, 1.14 mmol) and 3-methoxyphenylboronic acid (261 mg, 1.71 mmol) the subtitle compound was obtained (280 mg, 51%). The product was used directly in the next step without purification.